Dataset: the Open Reaction Database (ORD), a public repository of structured organic reaction records. Task: describe an organic reaction: reactants, conditions, products, and yield Starting materials: COC1=NC(=NC(=C1)OC)OC1=C(C=NO)C=CC=C1 (2-(4,6-dimethoxy-2-pyrimidinyloxy)benzaldoxime), CC=1C=C(C=CCBr)C=CC1 (3-methylcinnamyl bromide). The solvent is C(C)#N (acetonitrile), C([O-])([O-])=O.[K+].[K+] (potassium carbonate). Product: CC=1C=C(C=CCON=CC2=C(C=CC=C2)OC2=NC(=CC(=N2)OC)OC)C=CC1 (O-(3-methylcinnamyl)-2-(4,6-dimethoxy-2-pyrimidinyloxy)benzaldoxime). Yield: 64.5%. Reaction SMILES: [CH3:1][O:2][C:3]1[CH:8]=[C:7]([O:9][CH3:10])[N:6]=[C:5]([O:11][C:12]2[CH:20]=[CH:19][CH:18]=[CH:17][C:13]=2[CH:14]=[N:15][OH:16])[N:4]=1.[CH3:21][C:22]1[CH:23]=[C:24]([CH:29]=[CH:30][CH:31]=1)[CH:25]=[CH:26][CH2:27]Br>C(#N)C.C(=O)([O-])[O-].[K+].[K+]>[CH3:21][C:22]1[CH:23]=[C:24]([CH:29]=[CH:30][CH:31]=1)[CH:25]=[CH:26][CH2:27][O:16][N:15]=[CH:14][C:13]1[CH:17]=[CH:18][CH:19]=[CH:20][C:12]=1[O:11][C:5]1[N:6]=[C:7]([O:9][CH3:10])[CH:8]=[C:3]([O:2][CH3:1])[N:4]=1 |f:3.4.5|. Procedure: 5.5 g of 2-(4,6-dimethoxy-2-pyrimidinyloxy)benzaldoxime and 4.2 g of 3-methylcinnamyl bromide were dissolved in 30 ml of acetonitrile containing 2.7 g of anhydrous potassium carbonate, and the solution was heated for 5 hours under stirring and reflux. After the reaction mixture was allowed to cool down, the acetonitrile was distilled out under reduced pressure and the resulting residue was dissolved in 200 ml of ethyl acetate. The ethyl acetate solution was washed with water and the organic laye... Product: CN(CC(=O)O)C(=O)OC(C(C)C)OC(C(C)C)=O (2-{N-Methyl[2-methyl-1-(2-methylpropanoyloxy)propoxy]carbonylamino}acetic Acid). The reactants are acyloxyalkyl carbamates, N(C)CC(=O)O (sarcosine), CC(C(=O)OC(C(C)C)OC(=O)ON1C(CCC1=O)=O)C (1-(2,5-dioxoazolidinyloxycarbonyloxy)-2-methylpropyl 2-methylpropanoate). Reported procedure: Following the general procedure for the synthesis of acyloxyalkyl carbamates, sarcosine (0.108 g, 1.19 mmol) and 1-(2,5-dioxoazolidinyloxycarbonyloxy)-2-methylpropyl 2-methylpropanoate (0.3 g, 0.99 mmol) were reacted to provide 0.152 g (55% yield) of the title compound (37) as a colorless liquid after work-up and mass-guided preparative HPLC purification. 1H NMR (CD3OD, 400 MHz): δ=6.57 (dd, 1H), 4.19 (m, 2H), 3.03 (2s, 3H), 2.6 (m, 1H), 2.01 (br m, 1H), 1.18 (m, 6H), 1.0-0.98 (2m, 6H). MS (ESI)... Isolated yield 55.8%. As a reaction SMILES: [NH:1]([CH2:3][C:4]([OH:6])=[O:5])[CH3:2].[CH3:7][CH:8]([CH3:27])[C:9]([O:11][CH:12]([O:16][C:17](ON1C(=O)CCC1=O)=[O:18])[CH:13]([CH3:15])[CH3:14])=[O:10]>>[CH3:2][N:1]([C:17]([O:16][CH:12]([O:11][C:9](=[O:10])[CH:8]([CH3:27])[CH3:7])[CH:13]([CH3:15])[CH3:14])=[O:18])[CH2:3][C:4]([OH:6])=[O:5]. Reactants: BrC1=CC(=C(C(=C1)[N+](=O)[O-])/C=C/C=O)F ((E)-3-(4-bromo-2-fluoro-6-nitrophenyl)acrylaldehyde), [Cl-].[NH4+] (ammonium chloride). The reagents and catalysts are [Fe] (iron). Solvent: C(C)O (ethanol). Reaction conditions: temperature 120 celsius. Yields the product BrC1=CC(=C2C=CC=NC2=C1)F (7-bromo-5-fluoroquinoline). Yield: 55.5%. As a reaction SMILES: [Br:1][C:2]1[CH:7]=[C:6]([N+:8]([O-])=O)[C:5](/[CH:11]=[CH:12]/[CH:13]=O)=[C:4]([F:15])[CH:3]=1.[Cl-].[NH4+]>C(O)C.[Fe]>[Br:1][C:2]1[CH:7]=[C:6]2[C:5]([CH:11]=[CH:12][CH:13]=[N:8]2)=[C:4]([F:15])[CH:3]=1 |f:1.2|. Procedure: A glass microwave reaction vessel was charged with (E)-3-(4-bromo-2-fluoro-6-nitrophenyl)acrylaldehyde (35 mg, 0.128 mmol), iron powder (0.018 mL, 2.55 mmol, Aldrich) and ammonium chloride (6.83 mg, 0.128 mmol, Aldrich) in ethanol (1 mL). The reaction mixture was stirred and heated in an Emrys Optimizer microwave reactor (Personal Chemistry, Biotage AB, Inc., Upssala, Sweden) at 120° C. for 5 min. The mixture was filtered through a pad of Celite® (diatomaceous earth), washed with EtOAc. The solv... Starting materials: CC(C)(C)OC(=O)NCCOc1cc(Cn2cncc2Cc2ccc(-n3cc(Cl)ccc3=O)nc2)ccc1C#N, CO. Yields the product N#Cc1ccc(Cn2cncc2Cc2ccc(-n3cc(Cl)ccc3=O)nc2)cc1OCCN. RXN SMILES: [C:1]([O:2][C:3](=[O:4])[NH:7][CH2:8][CH2:9][O:10][c:11]1[c:12]([C:38]#[N:39])[cH:13][cH:14][c:15]([CH2:17][n:18]2[cH:19][n:20][cH:21][c:22]2[CH2:23][c:24]2[cH:25][cH:26][c:27](-[n:30]3[c:31](=[O:37])[cH:32][cH:33][c:34]([Cl:36])[cH:35]3)[n:28][cH:29]2)[cH:16]1)([CH3:5])([CH3:6])[CH3:40].[CH3:41][OH:42]>>[NH2:7][CH2:8][CH2:9][O:10][c:11]1[c:12]([C:38]#[N:39])[cH:13][cH:14][c:15]([CH2:17][n:18]2[cH:19][n:20][cH:21][c:22]2[CH2:23][c:24]2[cH:25][cH:26][c:27](-[n:30]3[c:31](=[O:37])[cH:32][cH:33][c:34]([Cl:36])[cH:35]3)[n:28][cH:29]2)[cH:16]1. Reactants: N1C(CCCC1)CCOC1=CC=C(C=C1)C1=NC2=C(N1)C=CC(=C2)C(=O)N (2-[4-(2-piperidin-2-yl-ethoxy)-phenyl]-1H-benzoimidazole-5-carboxylic acid amide), C(C)(=O)OC(C)=O (acetic anhydride), C(C)(=O)OC(C)=O (acetic anhydride). The reagents and catalysts are CN(C1=CC=NC=C1)C (4-(dimethylamino)pyridine), CN(C)C=1C=CN=CC1 (DMAP). Run in CN(C)C=O (DMF). Conditions: time 24 hour. Yields the product C(C)(=O)N1C(CCCC1)CCOC1=CC=C(C=C1)C1=NC2=C(N1)C=CC(=C2)C(=O)N (2-{4-[2-(1-Acetyl-piperidin-2-yl)-ethoxy]-phenyl}-1H-benzoimidazole-5-carboxylic acid amide). The yield is 45.7%. Reaction SMILES: [NH:1]1[CH2:6][CH2:5][CH2:4][CH2:3][CH:2]1[CH2:7][CH2:8][O:9][C:10]1[CH:15]=[CH:14][C:13]([C:16]2[NH:20][C:19]3[CH:21]=[CH:22][C:23]([C:25]([NH2:27])=[O:26])=[CH:24][C:18]=3[N:17]=2)=[CH:12][CH:11]=1.[C:28](OC(=O)C)(=[O:30])[CH3:29]>CN(C)C1C=CN=CC=1.CN(C=O)C>[C:28]([N:1]1[CH2:6][CH2:5][CH2:4][CH2:3][CH:2]1[CH2:7][CH2:8][O:9][C:10]1[CH:11]=[CH:12][C:13]([C:16]2[NH:20][C:19]3[CH:21]=[CH:22][C:23]([C:25]([NH2:27])=[O:26])=[CH:24][C:18]=3[N:17]=2)=[CH:14][CH:15]=1)(=[O:30])[CH3:29]. Procedure: To a solution of 2-[4-(2-piperidin-2-yl-ethoxy)-phenyl]-1H-benzoimidazole-5-carboxylic acid amide (75 mg, 0.21 mmol) and 4-(dimethylamino)pyridine (13 mg, 0.10 mmol) in DMF (0.5 mL) was added acetic anhydride (20 μL, 0.23 mmol). The reaction mixture was stirred for 18 h before additional acetic anhydride (1 equiv.) and DMAP (3 equiv.) were added. After an additional 24 h, HPLC monitoring indicated reaction completion. The crude material was purified by reverse phase HPLC (C18; H2O/CH3CN/0.01% TF... The reactants are C/C=C(\C)/C(=O)N[C@@H](C=1C=CC=CC1)[C@H](C(=O)O[C@H]2C[C@]3([C@H]([C@H]4[C@@]([C@H](C[C@@H]5[C@]4(CO5)OC(=O)C)O)(C(=O)[C@@H](C(=C2C)C3(C)C)OC(=O)C)C)OC(=O)C=6C=CC=CC6)O)O (cephalomannine). The solvent is CO (methanol). The product is CC1=C2[C@H](C(=O)[C@@]3([C@H](C[C@@H]4[C@]([C@H]3[C@@H]([C@@](C2(C)C)(C[C@@H]1O)O)OC(=O)C=5C=CC=CC5)(CO4)OC(=O)C)O)C)OC(=O)C (baccatin III). Reaction SMILES: C/C=C(/C(N[C@H]([C@@H](O)C([O:18][C@@H:19]1[C:40]([CH3:41])=[C:39]2[C:42]([CH3:44])([CH3:43])[C@:21]([OH:59])([C@@H:22]([O:50][C:51]([C:53]3[CH:54]=[CH:55][CH:56]=[CH:57][CH:58]=3)=[O:52])[C@@H:23]3[C@:28]4([O:31][C:32]([CH3:34])=[O:33])[CH2:29][O:30][C@@H:27]4[CH2:26][C@H:25]([OH:35])[C@@:24]3([CH3:49])[C:36]([C@@H:38]2[O:45][C:46]([CH3:48])=[O:47])=[O:37])[CH2:20]1)=O)C1C=CC=CC=1)=O)\C>CO>[CH3:41][C:40]1[C@@H:19]([OH:18])[CH2:20][C@:21]2([OH:59])[C:42]([CH3:43])([CH3:44])[C:39]=1[C@@H:38]([O:45][C:46]([CH3:48])=[O:47])[C:36]([C@@:24]1([CH3:49])[C@H:23]([C@@H:22]2[O:50][C:51]([C:53]2[CH:54]=[CH:55][CH:56]=[CH:57][CH:58]=2)=[O:52])[C@:28]2([O:31][C:32]([CH3:34])=[O:33])[CH2:29][O:30][C@@H:27]2[CH2:26][C@@H:25]1[OH:35])=[O:37]. Reported procedure: 0.5 mg cephalomannine in 20 μl methanol was incubated with 2 ml supernatant for 17 hours on an end-over-end shaker (Fisher Roto-Rack). The solution was extracted with methylene chloride, the extract was evaporated, resuspended in methanol and analyzed by HPLC (Method 2 described following). Cephalomannine concentration was decreased from 0.175 mg/ml to 0 and 0.110 mg/ml baccatin III was produced (89 mol % yield based on analyzed initial cephalomannine concentration).